Dataset: the Open Reaction Database (ORD), a public repository of structured organic reaction records. Task: describe an organic reaction: reactants, conditions, products, and yield Reactants: C(C)C=1C=C(SC1)C=O (4-ethyl thiophene-2-carbaldehyde), [BH4-].[Na+] (sodium borohydride), resultant solution. Solvent: CO (methanol). Reaction conditions: time 40 minute. Product: C(C)C=1C=C(SC1)CO ((4-ethyl-thiophen-2-yl)methanol). Isolated yield 74.3%. As a reaction SMILES: [CH2:1]([C:3]1[CH:4]=[C:5]([CH:8]=[O:9])[S:6][CH:7]=1)[CH3:2].[BH4-].[Na+]>CO>[CH2:1]([C:3]1[CH:4]=[C:5]([CH2:8][OH:9])[S:6][CH:7]=1)[CH3:2] |f:1.2|. Reported procedure: To a stirred solution of 4-ethyl thiophene-2-carbaldehyde (2.48 g, 17.7 mmol) in methanol (10 ml) at 0° C. is added sodium borohydride (707 mg, 18.7 mmol) in one portion. The resultant solution is allowed to warm to ambient and stirred at room temperature for 40 minutes. Reaction is concentrated in vacuo, quenched with saturated aqueous ammonium chloride solution (100 ml) and extracted with chloroform (100 ml). The organics are dried over magnesium sulphate, filtered and concentrated to give a l... Starting materials: CCO, COC(=O)c1ccc(Br)c([N+](=O)[O-])c1. Yields the product COC(=O)c1ccc(Br)c(N)c1. Reaction SMILES: [CH3:15][CH2:16][OH:17].[CH3:1][O:2][C:3]([c:4]1[cH:5][c:6]([N+:11]([O-:12])=[O:13])[c:7]([Br:10])[cH:8][cH:9]1)=[O:14]>>[CH3:1][O:2][C:3]([c:4]1[cH:5][c:6]([NH2:11])[c:7]([Br:10])[cH:8][cH:9]1)=[O:14].